From a dataset of the Open Reaction Database (ORD), a public repository of structured organic reaction records. describe an organic reaction: reactants, conditions, products, and yield Procedure details: To a stirred solution of methyl 4-(1-(7-(3,4-dimethoxyphenylamino)thiazolo[5,4-d]pyrimidin-5-yl)pyrrolidin-3-ylcarbamoyl)-2-hydroxybenzoate in 5 mL of THF and 5 mL of methanol was added a solution of 1N NaOH (5 mL) at room temperature. After the addition, the reaction was stirred at this temperature for 16 hours. The solvent was evaporated and the residue was diluted with water and adjusted to pH=2 by HCl (aq.). The suspension was filtered and dried. The crude was purified by preparative HPLC (G... Solvent: C1CCOC1 (THF), CO (methanol). Reaction SMILES: [CH3:1][O:2][C:3]1[CH:4]=[C:5]([NH:11][C:12]2[C:13]3[N:39]=[CH:38][S:37][C:14]=3[N:15]=[C:16]([N:18]3[CH2:22][CH2:21][CH:20]([NH:23][C:24]([C:26]4[CH:35]=[CH:34][C:29]([C:30]([O:32]C)=[O:31])=[C:28]([OH:36])[CH:27]=4)=[O:25])[CH2:19]3)[N:17]=2)[CH:6]=[CH:7][C:8]=1[O:9][CH3:10].[OH-].[Na+]>C1COCC1.CO>[CH3:1][O:2][C:3]1[CH:4]=[C:5]([NH:11][C:12]2[C:13]3[N:39]=[CH:38][S:37][C:14]=3[N:15]=[C:16]([N:18]3[CH2:22][CH2:21][CH:20]([NH:23][C:24]([C:26]4[CH:35]=[CH:34][C:29]([C:30]([OH:32])=[O:31])=[C:28]([OH:36])[CH:27]=4)=[O:25])[CH2:19]3)[N:17]=2)[CH:6]=[CH:7][C:8]=1[O:9][CH3:10] |f:1.2|. Product: COC=1C=C(C=CC1OC)NC=1C2=C(N=C(N1)N1CC(CC1)NC(=O)C1=CC(=C(C(=O)O)C=C1)O)SC=N2 (4-(1-(7-(3,4-dimethoxyphenylamino)thiazolo[5,4-d]pyrimidin-5-yl)pyrrolidin-3-ylcarbamoyl)-2-hydroxybenzoic acid). Yield: 14.0%. Reactants: COC=1C=C(C=CC1OC)NC=1C2=C(N=C(N1)N1CC(CC1)NC(=O)C1=CC(=C(C(=O)OC)C=C1)O)SC=N2 (methyl 4-(1-(7-(3,4-dimethoxyphenylamino)thiazolo[5,4-d]pyrimidin-5-yl)pyrrolidin-3-ylcarbamoyl)-2-hydroxybenzoate), [OH-].[Na+] (NaOH). Reaction conditions: time 16 hour. The reactants are CC1(c2cccc(N)c2)C2CN(Cc3ccccc3)CC21, CS(=O)(=O)Cl, c1ccncc1. Product: CC1(c2cccc(NS(C)(=O)=O)c2)C2CN(Cc3ccccc3)CC21. As a reaction SMILES: [CH2:1]([c:2]1[cH:3][cH:4][cH:5][cH:6][cH:7]1)[N:8]1[CH2:9][CH:10]2[C:11]([CH3:14])([c:15]3[cH:16][c:17]([NH2:21])[cH:18][cH:19][cH:20]3)[CH:12]2[CH2:13]1.[CH3:22][S:23]([Cl:24])(=[O:25])=[O:26].[cH:27]1[cH:28][cH:29][n:30][cH:31][cH:32]1>>[CH2:1]([c:2]1[cH:3][cH:4][cH:5][cH:6][cH:7]1)[N:8]1[CH2:9][CH:10]2[C:11]([CH3:14])([c:15]3[cH:16][c:17]([NH:21][S:23]([CH3:22])(=[O:25])=[O:26])[cH:18][cH:19][cH:20]3)[CH:12]2[CH2:13]1. The reactants are BrC1=CN=C(N1C)N1CCOCC1 (4-(5-bromo-1-methyl-1H-imidazol-2-yl)-morpholine), ClC1=NC=C(C=C1)C#C (2-chloro-5-ethynyl-pyridine). Product: C(#C)C1=CN=C(N1C)N1CCOCC1 (4-(5-Ethynyl-1-methyl-1H-imidazol-2-yl)-morpholine). RXN SMILES: Br[C:2]1[N:6]([CH3:7])[C:5]([N:8]2[CH2:13][CH2:12][O:11][CH2:10][CH2:9]2)=[N:4][CH:3]=1.Cl[C:15]1[CH:20]=CC(C#C)=CN=1>>[C:15]([C:2]1[N:6]([CH3:7])[C:5]([N:8]2[CH2:13][CH2:12][O:11][CH2:10][CH2:9]2)=[N:4][CH:3]=1)#[CH:20]. Procedure: 4-(5-Ethynyl-1-methyl-1H-imidazol-2-yl)-morpholine was prepared from 4-(5-bromo-1-methyl-1H-imidazol-2-yl)-morpholine in the same manner as 2-chloro-5-ethynyl-pyridine (Example 1).